Dataset: the Open Reaction Database (ORD), a public repository of structured organic reaction records. Task: describe an organic reaction: reactants, conditions, products, and yield Yield: 80.9%. The product is FC1=CC=CC(=N1)C(=O)NN (6-fluoro-2-pyridinecarbohydrazide). Conditions: time 24 hour. As a reaction SMILES: [F:1][C:2]1[N:7]=[C:6]([C:8]([NH:10][NH:11]C(OC(C)(C)C)=O)=[O:9])[CH:5]=[CH:4][CH:3]=1.Cl>O1CCOCC1.CO>[F:1][C:2]1[N:7]=[C:6]([C:8]([NH:10][NH2:11])=[O:9])[CH:5]=[CH:4][CH:3]=1. Reactants: FC1=CC=CC(=N1)C(=O)NNC(=O)OC(C)(C)C (1,1-Dimethylethyl 2-[(6-fluoro-2-pyridinyl)carbonyl]hydrazinecarboxylate), Cl (HCl). Procedure details: 1,1-Dimethylethyl 2-[(6-fluoro-2-pyridinyl)carbonyl]hydrazinecarboxylate (510 mg, 2 mmol) was dissolved in 1,4-dioxane (5 mL) and treated with 4M HCl in 1,4 dioxane (5.00 mL, 20.00 mmol) at 0° C. The mixture was stirred to room temperature over 24 hr and was concentrated in vacuo, azeotroping with diethyl ether (3×50 ml) to afford a white solid. The solid was dissolved in methanol and loaded on to an SCX cartridge (Varian, 10 g), washing with methanol, and then eluting the product in free base f... The solvent is O1CCOCC1 (1,4-dioxane), O1CCOCC1 (1,4 dioxane), CO (methanol). Starting materials: C(#N)C1=C(C=CC=C1)C1=CC=C(C=C1)CNC1=C(C(=O)OC)C=CC=C1NC(=O)OC (methyl 2-[(2′-cyanobiphenyl-4-yl)methylamino]-3-methoxycarbonylaminobenzoate), C[O-].[Na+] (NaOMe). Solvent: CO (methanol). Product: C(#N)C1=C(C=CC=C1)C1=CC=C(C=C1)CN1C(NC2=C1C(=CC=C2)C(=O)OC)=O (Methyl 1-[(2′-cyanobiphenyl-4-yl)methyl]-2-oxo-2,3-dihydrobenzimidazole-7-carboxylate). As a reaction SMILES: [C:1]([C:3]1[CH:8]=[CH:7][CH:6]=[CH:5][C:4]=1[C:9]1[CH:14]=[CH:13][C:12]([CH2:15][NH:16][C:17]2[C:26]([NH:27][C:28]([O:30]C)=O)=[CH:25][CH:24]=[CH:23][C:18]=2[C:19]([O:21][CH3:22])=[O:20])=[CH:11][CH:10]=1)#[N:2].C[O-].[Na+]>CO>[C:1]([C:3]1[CH:8]=[CH:7][CH:6]=[CH:5][C:4]=1[C:9]1[CH:14]=[CH:13][C:12]([CH2:15][N:16]2[C:17]3[C:18]([C:19]([O:21][CH3:22])=[O:20])=[CH:23][CH:24]=[CH:25][C:26]=3[NH:27][C:28]2=[O:30])=[CH:11][CH:10]=1)#[N:2] |f:1.2|. Procedure: To a solution of methyl 2-[(2′-cyanobiphenyl-4-yl)methylamino]-3-methoxycarbonylaminobenzoate (10.5 g) in methanol (100 ml) was added NaOMe (10 g), and the mixture was heated under reflux for 20 hours. The reaction mixture was neutralized with The reactants are O=C([O-])O, C1CCOC1, CN1CCNCC1, Cc1c(CCl)cccc1[N+](=O)[O-], [Na+]. RXN SMILES: [C:20](=[O:21])([OH:22])[O-:23].[CH2:25]1[O:26][CH2:27][CH2:28][CH2:29]1.[CH3:13][N:14]1[CH2:15][CH2:16][NH:17][CH2:18][CH2:19]1.[CH3:1][c:2]1[c:3]([CH2:4][Cl:5])[cH:6][cH:7][cH:8][c:9]1[N+:10](=[O:11])[O-:12].[Na+:24]>>[CH3:1][c:2]1[c:3]([CH2:4][N:17]2[CH2:16][CH2:15][N:14]([CH3:13])[CH2:19][CH2:18]2)[cH:6][cH:7][cH:8][c:9]1[N+:10](=[O:11])[O-:12]. Yields the product Cc1c(CN2CCN(C)CC2)cccc1[N+](=O)[O-]. Starting materials: CCCCP(CCCC)CCCC, COC(=O)c1cc(Cc2c(C)c(OC)c(OC)c(OC)c2OC)ccc1O, [Na+], [OH-], c1ccccc1, OCc1ccncc1. The product is COC(=O)c1cc(Cc2c(C)c(OC)c(OC)c(OC)c2OC)ccc1OCc1ccncc1. RXN SMILES: [CH2:9]([P:10]([CH2:11][CH2:12][CH2:13][CH3:14])[CH2:15][CH2:16][CH2:17][CH3:18])[CH2:19][CH2:20][CH3:21].[CH3:22][O:23][c:24]1[c:25]([CH3:48])[c:26]([CH2:27][c:28]2[cH:29][cH:30][c:31]([OH:38])[c:32]([C:33](=[O:34])[O:35][CH3:36])[cH:37]2)[c:39]([O:46][CH3:47])[c:40]([O:44][CH3:45])[c:41]1[O:42][CH3:43].[Na+:50].[OH-:49].[cH:51]1[cH:52][cH:53][cH:54][cH:55][cH:56]1.[n:1]1[cH:2][cH:3][c:4]([CH2:7][OH:8])[cH:5][cH:6]1>>[n:1]1[cH:2][cH:3][c:4]([CH2:7][O:8][c:31]2[cH:30][cH:29][c:28]([CH2:27][c:26]3[c:25]([CH3:48])[c:24]([O:23][CH3:22])[c:41]([O:42][CH3:43])[c:40]([O:44][CH3:45])[c:39]3[O:46][CH3:47])[cH:37][c:32]2[C:33](=[O:34])[O:35][CH3:36])[cH:5][cH:6]1. Starting materials: N(C1=CC=CC=C1)C1CNCC1 (3-Anilinopyrrolidine), BrCCC1=CC=CC=C1 (2-bromoethylbenzene). The product is N(C1=CC=CC=C1)C1CN(CC1)CCC1=CC=CC=C1 (3-anilino-1-(2-phenylethyl)pyrrolidine). As a reaction SMILES: [NH:1]([CH:8]1[CH2:12][CH2:11][NH:10][CH2:9]1)[C:2]1[CH:7]=[CH:6][CH:5]=[CH:4][CH:3]=1.Br[CH2:14][CH2:15][C:16]1[CH:21]=[CH:20][CH:19]=[CH:18][CH:17]=1>>[NH:1]([CH:8]1[CH2:12][CH2:11][N:10]([CH2:14][CH2:15][C:16]2[CH:21]=[CH:20][CH:19]=[CH:18][CH:17]=2)[CH2:9]1)[C:2]1[CH:3]=[CH:4][CH:5]=[CH:6][CH:7]=1. Reported procedure: 3-Anilinopyrrolidine and 2-bromoethylbenzene are reacted under the same conditions as in Starting Material Synthetic Example 4 to give 3-anilino-1-(2-phenylethyl)pyrrolidine. Starting materials: [F-].C(CCC)[N+](CCCC)(CCCC)CCCC (Tetrabutylammonium fluoride), [Si](C1=CC=CC=C1)(C1=CC=CC=C1)(C(C)(C)C)OCCOC[C@@H](C(=O)NC1=NC=C(C=C1)C#N)OC1=C2C(=NC=N1)N(N=C2)C2=C(C(=CC=C2)C#N)C ((2S)-3-(2-(tert-butyldiphenylsilyloxy)ethoxy)-2-(1-(3-cyano-2-methylphenyl)-1H-pyrazolo[3,4-d]pyrimidin-4-yloxy)-N-(5-cyanopyridin-2-yl)propanamide). Solvent: C1CCOC1 (THF). Run at time 90 minute. Product: C(#N)C=1C(=C(C=CC1)N1N=CC=2C1=NC=NC2O[C@H](C(=O)NC2=NC=C(C=C2)C#N)COCCO)C ((2S)-2-(1-(3-cyano-2-methylphenyl)-1H-pyrazolo[3,4-d]pyrimidin-4-yloxy)-N-(5-cyanopyridin-2-yl)-3-(2-hydroxyethoxy)propanamide). RXN SMILES: [F-].C([N+](CCCC)(CCCC)CCCC)CCC.[Si]([O:36][CH2:37][CH2:38][O:39][CH2:40][C@H:41]([O:53][C:54]1[N:59]=[CH:58][N:57]=[C:56]2[N:60]([C:63]3[CH:68]=[CH:67][CH:66]=[C:65]([C:69]#[N:70])[C:64]=3[CH3:71])[N:61]=[CH:62][C:55]=12)[C:42]([NH:44][C:45]1[CH:50]=[CH:49][C:48]([C:51]#[N:52])=[CH:47][N:46]=1)=[O:43])(C(C)(C)C)(C1C=CC=CC=1)C1C=CC=CC=1>C1COCC1>[C:69]([C:65]1[C:64]([CH3:71])=[C:63]([N:60]2[C:56]3=[N:57][CH:58]=[N:59][C:54]([O:53][C@@H:41]([CH2:40][O:39][CH2:38][CH2:37][OH:36])[C:42]([NH:44][C:45]4[CH:50]=[CH:49][C:48]([C:51]#[N:52])=[CH:47][N:46]=4)=[O:43])=[C:55]3[CH:62]=[N:61]2)[CH:68]=[CH:67][CH:66]=1)#[N:70] |f:0.1|. Procedure details: Tetrabutylammonium fluoride (1M in THF) (0.346 mL, 0.35 mmol) was added to (2S)-3-(2-(tert-butyldiphenylsilyloxy)ethoxy)-2-(1-(3-cyano-2-methylphenyl)-1H-pyrazolo[3,4-d]pyrimidin-4-yloxy)-N-(5-cyanopyridin-2-yl)propanamide (Intermediate AT1) (250 mg, 0.35 mmol) in THF (2 mL) under nitrogen. The resulting mixture was stirred at ambient temperature for 90 minutes. The reaction mixture was quenched with saturated NH4Cl, diluted with DCM and poured onto a phase separator. The organic layer was evapo... Starting materials: O=C([O-])O, CCOCC, O=C(Cl)OCc1ccccc1, Cl, [Na+], O, Nc1ccc(O)cc1C(=O)O. The product is O=C(Nc1ccc(O)cc1C(=O)O)OCc1ccccc1. Reaction SMILES: [C:12](=[O:13])([O-:14])[OH:15].[CH3:29][CH2:30][O:31][CH2:32][CH3:33].[Cl:17][C:18](=[O:19])[O:20][CH2:21][c:22]1[cH:23][cH:24][cH:25][cH:26][cH:27]1.[ClH:28].[Na+:16].[OH2:34].[OH:1][c:2]1[cH:3][cH:4][c:5]([NH2:11])[c:6]([C:7](=[O:8])[OH:9])[cH:10]1>>[OH:1][c:2]1[cH:3][cH:4][c:5]([NH:11][C:18](=[O:19])[O:20][CH2:21][c:22]2[cH:23][cH:24][cH:25][cH:26][cH:27]2)[c:6]([C:7](=[O:8])[OH:9])[cH:10]1.